From a dataset of the Open Reaction Database (ORD), a public repository of structured organic reaction records. describe an organic reaction: reactants, conditions, products, and yield The reactants are C(=O)(OCC1=CC=CC=C1)NC1CCC(CC1)=O (N-Cbz-4-aminocyclohexanone), CCC([BH-](C(CC)C)C(CC)C)C.[Li+] (L-selectride), Cl (hydrochloric acid), CO (methanol). Run in C1CCOC1 (THF), C1CCOC1 (THF). Conditions: temperature -78 celsius, time 3 hour. The product is C(=O)(OCC1=CC=CC=C1)N[C@H]1CC[C@H](CC1)O (cis-N-Cbz-4-aminocyclohexanol). The yield is 57.0%. Reaction SMILES: [C:1]([NH:11][CH:12]1[CH2:17][CH2:16][C:15](=[O:18])[CH2:14][CH2:13]1)([O:3][CH2:4][C:5]1[CH:10]=[CH:9][CH:8]=[CH:7][CH:6]=1)=[O:2].CCC(C)[BH-](C(C)CC)C(C)CC.[Li+].CO.Cl>C1COCC1>[C:1]([NH:11][C@@H:12]1[CH2:17][CH2:16][C@H:15]([OH:18])[CH2:14][CH2:13]1)([O:3][CH2:4][C:5]1[CH:10]=[CH:9][CH:8]=[CH:7][CH:6]=1)=[O:2] |f:1.2|. Procedure: This ketone (2.36 g, 9.55 mmol) in THF (5 mL) was added dropwise to a stirred solution of L-selectride in THF (1M, 19.1 mL, 9.55 mmol) under N2 at -78° C. The reaction mixture was stirred at -78° C. for 3 hours, methanol (0.5 mL) was added, and the reaction mixture was allowed to warm to room temperature. 1N hydrochloric acid (5 mL) was added and the mixture stirred overnight. The reaction mixture was extracted with ethyl acetate (2×20 mL) and the combined organic layers were washed with brine (... The reactants are C[C@@]12CCN([C@@H]1N(C3=C2C=C(C=C3)OC(=O)NC)C)C (physostigmine), Cl (HCl), [OH-].[Na+] (NaOH), [OH-].[K+] (KOH). Run in C(C)O (ethanol). Yields the product C[C@@]12CCN([C@@H]1N(C3=C2C=C(C=C3)O)C)C (eseroline). Reaction SMILES: [CH3:1][C@:2]12[C:9]3[CH:10]=[C:11]([O:14]C(NC)=O)[CH:12]=[CH:13][C:8]=3[N:7]([CH3:19])[C@H:6]1[N:5]([CH3:20])[CH2:4][CH2:3]2.[OH-].[Na+].[OH-].[K+].Cl>C(O)C>[CH3:1][C@:2]12[C:9]3[CH:10]=[C:11]([OH:14])[CH:12]=[CH:13][C:8]=3[N:7]([CH3:19])[C@H:6]1[N:5]([CH3:20])[CH2:4][CH2:3]2 |f:1.2,3.4|. Procedure details: hydrolyzing physostigmine in absolute ethanol under a nitrogen atmosphere at ambient temperature by treatment with aqueous 5-30% w/w NaOH or KOH solutions, followed by treatment with 1N HCl to obtain eseroline (II) ##STR10## which is purified by crystallization from a 1:1 benzene/petroleum ether mixture; Starting materials: 6-valerolactam, [O-]P(=O)([O-])[O-].[K+].[K+].[K+] (K3PO4), N (ammonia), CNCCNC (N,N′-Dimethylethylenediamine), IC=1C=C(CN)C=CC1 (3-iodobenzylamine), C1(=CC=CC=C1)C (toluene). Reagents/catalysts: [Cu]I (CuI). Solvent: O (water). Conditions: temperature 100 celsius, time 18 hour. Yields the product NCC=1C=C(C=CC1)N1C(CCCC1)=O (N-(3-Aminomethylphenyl)-2-piperidone). Isolated yield 96.0%. RXN SMILES: [O-:1]P([O-])([O-])=O.[K+].[K+].[K+].CN[CH2:11][CH2:12][NH:13][CH3:14].I[C:16]1[CH:17]=[C:18]([CH:21]=[CH:22][CH:23]=1)[CH2:19][NH2:20].N.[C:25]1([CH3:31])C=CC=CC=1>[Cu]I.O>[NH2:20][CH2:19][C:18]1[CH:17]=[C:16]([N:13]2[CH2:12][CH2:11][CH2:31][CH2:25][C:14]2=[O:1])[CH:23]=[CH:22][CH:21]=1 |f:0.1.2.3|. Procedure: A Schlenk tube was charged with CuI (9.6 mg, 0.050 mmol, 5.0 mol %), 6-valerolactam (120 mg, 1.21 mmol), K3PO4 (430 mg, 2.03 mmol), briefly evacuated and backfilled with argon. N,N′-Dimethylethylenediamine (11 μL, 0.10 mmol, 10 mol %), 3-iodobenzylamine (134 μL, 1.01 mmol), and toluene (1.0 mL) were added under argon. The Schlenk tube was sealed with a Teflon valve and the reaction mixture was stirred at 100° C. for 18 h. The resulting pale yellow suspension was allowed to reach room temperature...